From a dataset of the Open Reaction Database (ORD), a public repository of structured organic reaction records. describe an organic reaction: reactants, conditions, products, and yield Reactants: FC1=C(C=C(C=C1)F)C1=NC=C(C(=O)OC(C)(C)C)C=C1 (tert-butyl 6-(2,5-difluorophenyl)nicotinate), C(=O)(C(F)(F)F)O (TFA), C1(=CC=CC=C1)C (toluene). Solvent: C(Cl)Cl (DCM). Conditions: time 8 hour. Yields the product FC1=C(C=C(C=C1)F)C1=NC=C(C(=O)O)C=C1 (6-(2,5-difluorophenyl)nicotinic acid). Isolated yield 97.0%. As a reaction SMILES: [F:1][C:2]1[CH:7]=[CH:6][C:5]([F:8])=[CH:4][C:3]=1[C:9]1[CH:21]=[CH:20][C:12]([C:13]([O:15]C(C)(C)C)=[O:14])=[CH:11][N:10]=1.C(O)(C(F)(F)F)=O.C1(C)C=CC=CC=1>C(Cl)Cl>[F:1][C:2]1[CH:7]=[CH:6][C:5]([F:8])=[CH:4][C:3]=1[C:9]1[CH:21]=[CH:20][C:12]([C:13]([OH:15])=[O:14])=[CH:11][N:10]=1. Procedure: To tert-butyl 6-(2,5-difluorophenyl)nicotinate in DCM (12 mL) at 0° C. was added TFA (5 mL). After stirring at room temperature overnight, toluene was added (10 mL) and the solvent removed to give a white solid (176 mg, 97%), 6-(2,5-difluorophenyl)nicotinic acid. LC/MS (M+H)=236.0 observed, 236.05 expected The reactants are C([O-])([O-])=O.[K+].[K+] (potassium carbonate), C(C)OC(C(Cl)Cl)=O (dichloroacetic acid ethyl ester), C([O-])([O-])=O.[K+].[K+] (potassium carbonate), C(C)(=O)NC=1C=C(C=CC1OC)S(=O)(=O)C=1C=C(C(=CC1C)O)O (4-(3-acetamido-4-methoxyphenylsulphonyl)-5-methyl-1,2-benzenediol), C(C)OC(C(Cl)Cl)=O (dichloroacetic acid ethyl ester), Cl (hydrochloric acid). The reagents and catalysts are [Br-].C(CCC)[N+](CCCC)(CCCC)CCCC (tetrabutylammonium bromide). Run in CC(=O)C (acetone), O (water), COCCOC (1,2-dimethoxyethane). Conditions: time 10 minute. Yields the product C(C)(=O)NC=1C=C(C=CC1OC)S(=O)(=O)C1=CC2=C(OC(O2)C(=O)O)C=C1C (5-(3-acetamido-4-methoxyphenylsulphonyl)-6-methyl-1,3-benzodioxole-2-carboxylic acid). RXN SMILES: C(=O)([O-])[O-].[K+].[K+].[C:7]([NH:10][C:11]1[CH:12]=[C:13]([S:19]([C:22]2[CH:23]=[C:24]([OH:30])[C:25]([OH:29])=[CH:26][C:27]=2[CH3:28])(=[O:21])=[O:20])[CH:14]=[CH:15][C:16]=1[O:17][CH3:18])(=[O:9])[CH3:8].C([O:33][C:34](=[O:38])[CH:35](Cl)Cl)C.Cl>COCCOC.[Br-].C([N+](CCCC)(CCCC)CCCC)CCC.O.CC(C)=O>[C:7]([NH:10][C:11]1[CH:12]=[C:13]([S:19]([C:22]2[C:27]([CH3:28])=[CH:26][C:25]3[O:29][CH:35]([C:34]([OH:38])=[O:33])[O:30][C:24]=3[CH:23]=2)(=[O:21])=[O:20])[CH:14]=[CH:15][C:16]=1[O:17][CH3:18])(=[O:9])[CH3:8] |f:0.1.2,7.8|. Procedure: A suspension of 72.8 g (526 mmol) of freshly calcined potassium carbonate in 300 ml of 1,2-dimethoxyethane is stirred under nitrogen for 10 minutes using a high-speed stirrer and then, while stirring normally, 37.0 g (105.3 mmol) of 4-(3-acetamido-4-methoxyphenylsulphonyl)-5-methyl-1,2-benzenediol, 16.5 g (105.3 mmol) of dichloroacetic acid ethyl ester and 3 g of tetrabutylammonium bromide are added. The mixture is boiled under reflux, 300 ml of acetone are added, the whole is boiled under reflu... Starting materials: NC(=O)N (urea), C(CCCCCCCCCCC)N (dodecylamine). The product is C(CCCCCCCCCCC)NC(=O)N (dodecylurea). Reaction SMILES: [NH2:1][C:2]([NH2:4])=[O:3].[CH2:5](N)[CH2:6][CH2:7][CH2:8][CH2:9][CH2:10][CH2:11][CH2:12][CH2:13][CH2:14][CH2:15][CH3:16]>>[CH2:16]([NH:1][C:2]([NH2:4])=[O:3])[CH2:15][CH2:14][CH2:13][CH2:12][CH2:11][CH2:10][CH2:9][CH2:8][CH2:7][CH2:6][CH3:5]. Procedure: 250 g of urea were continuously introduced into a decomposer in the course of 2 hours. The pyrolysis gases were introduced into a melt of 1200 g of dodecylamine at a temperature of 80 to 90° C. After completion of the reaction, the excess dodecylamine was distilled off in vacuo and the residue was recrystallized from chloroform. 598.9 g, i.e. 63% of theory, of dodecylurea having a melting point of 105 to 107° C were obtained in this way. The reactants are Grignard reagent, ClC1=CC=C(C=O)C=C1 (4-chlorobenzaldehyde), BrCCC(C)C (1-bromo-3-methylbutane), CC(C(=O)[O-])[C@H]1C[C@H](NCC1)C1=CC=C(C=C1)C(F)(F)F ((±)-Methyl{(2S,4R)-2-[4-(trifluoromethyl)phenyl]piperidin-4-yl}acetate). Product: ClC1=CC=C(C=C1)[C@@H](CCC(C)C)N1[C@@H](C[C@@H](CC1)CC(=O)O)C1=CC=C(C=C1)C(F)(F)F ({(2S,4R)-1-[(1R)-1-(4-chlorophenyl)-4-methylpentyl]-2-[4-(trifluoromethyl)phenyl]piperidin-4-yl}acetic acid). Reaction SMILES: Br[CH2:2][CH2:3][CH:4]([CH3:6])[CH3:5].C[CH:8]([C@@H:12]1[CH2:17][CH2:16][NH:15][C@H:14]([C:18]2[CH:23]=[CH:22][C:21]([C:24]([F:27])([F:26])[F:25])=[CH:20][CH:19]=2)[CH2:13]1)[C:9]([O-:11])=[O:10].[Cl:28][C:29]1[CH:36]=[CH:35][C:32]([CH:33]=O)=[CH:31][CH:30]=1>>[Cl:28][C:29]1[CH:36]=[CH:35][C:32]([C@H:33]([N:15]2[CH2:16][CH2:17][C@@H:12]([CH2:8][C:9]([OH:11])=[O:10])[CH2:13][C@H:14]2[C:18]2[CH:19]=[CH:20][C:21]([C:24]([F:27])([F:26])[F:25])=[CH:22][CH:23]=2)[CH2:2][CH2:3][CH:4]([CH3:6])[CH3:5])=[CH:31][CH:30]=1. Procedure details: The compound was prepared analogously to Example 160 using the Grignard reagent derived from 1-bromo-3-methylbutane, starting with the chiral piperidine of Example 114 Step 1 and replacing 4-(trifluoromethyl)benzaldehyde with 4-chlorobenzaldehyde. M/Z (ES+) 482 (M+H). Starting materials: [OH-] (hydroxide), COC(=O)C1=CC=C(CBr)C=C1 (4-methoxycarbonylbenzyl bromide), FC=1C(NC(N([C@H]2C[C@H](O)[C@@H](COC(C3=CC=CC=C3)(C3=CC=CC=C3)C3=CC=CC=C3)O2)C1)=O)=O (2'-deoxy-5-fluoro-5'-O-trityluridine). Solvent: O1CCOCC1 (dioxane). Yields the product FC=1C(NC(N([C@H]2C[C@H](OCC3=CC=C(C=C3)C(=O)OC)[C@@H](CO)O2)C1)=O)=O (2'-deoxy-5-fluoro-3'-O-(4-methoxycarbonylbenzyl)uridine). As a reaction SMILES: [OH-].[CH3:2][O:3][C:4]([C:6]1[CH:13]=[CH:12][C:9]([CH2:10]Br)=[CH:8][CH:7]=1)=[O:5].[F:14][C:15]1[C:16](=[O:49])[NH:17][C:18](=[O:48])[N:19]([CH:47]=1)[C@@H:20]1[O:46][C@H:24]([CH2:25][O:26]C(C2C=CC=CC=2)(C2C=CC=CC=2)C2C=CC=CC=2)[C@@H:22]([OH:23])[CH2:21]1>O1CCOCC1>[F:14][C:15]1[C:16](=[O:49])[NH:17][C:18](=[O:48])[N:19]([CH:47]=1)[C@@H:20]1[O:46][C@H:24]([CH2:25][OH:26])[C@@H:22]([O:23][CH2:10][C:9]2[CH:12]=[CH:13][C:6]([C:4]([O:3][CH3:2])=[O:5])=[CH:7][CH:8]=2)[CH2:21]1. Procedure: Pottasium hydroxide (4.30 g) and 1.70 g of 4-methoxycarbonylbenzyl bromide were added to a solution of 3.00 g of 2'-deoxy-5-fluoro-5'-O-trityluridine in 200 ml of dioxane. The mixture was stirred at room temperature for a day. The reaction mixture was concentrated under a reduced pressure. To the concentrate was added 200 ml of ethyl acetate for extraction. The extract was washed with water, dried over magnesium sulfate and concentrated. The concentrate was dissolved in 20 ml of a 80% aqueous so... Product: C=CCN1CCN(c2cc(NS(=O)(=O)c3ccc(C(C)C)cc3)ncn2)CC1. The reactants are C=CCN1CCNCC1, CS(C)=O, CC(C)c1ccc(S(=O)(=O)Nc2cc(Cl)ncn2)cc1, O. Reaction SMILES: [CH2:21]([CH:22]=[CH2:23])[N:24]1[CH2:25][CH2:26][NH:27][CH2:28][CH2:29]1.[CH3:30][S:31](=[O:32])[CH3:33].[Cl:1][c:2]1[cH:3][c:4]([NH:8][S:9](=[O:10])(=[O:11])[c:12]2[cH:13][cH:14][c:15]([CH:18]([CH3:19])[CH3:20])[cH:16][cH:17]2)[n:5][cH:6][n:7]1.[OH2:34]>>[c:2]1([N:27]2[CH2:26][CH2:25][N:24]([CH2:21][CH:22]=[CH2:23])[CH2:29][CH2:28]2)[cH:3][c:4]([NH:8][S:9](=[O:10])(=[O:11])[c:12]2[cH:13][cH:14][c:15]([CH:18]([CH3:19])[CH3:20])[cH:16][cH:17]2)[n:5][cH:6][n:7]1. The reactants are CON, CC(=O)[O-], CO, Cl, [Na+], O=C1COc2ccccc21. Yields the product CON=C1COc2ccccc21. As a reaction SMILES: [CH3:12][O:13][NH2:14].[CH3:16][C:17](=[O:18])[O-:19].[CH3:20][OH:21].[ClH:11].[Na+:15].[O:1]1[CH2:2][C:3](=[O:10])[c:4]2[c:5]1[cH:6][cH:7][cH:8][cH:9]2>>[O:1]1[CH2:2][C:3](=[N:14][O:13][CH3:12])[c:4]2[c:5]1[cH:6][cH:7][cH:8][cH:9]2. Reactants: C(C)(C)(C)[C@@H]1N(S(OC1)=O)CC1=CC=CC=C1 ((4S)-4-(tert-butyl)-3-(phenylmethyl)-1,2,3-oxathiazolidine-2-oxide), I(=O)(=O)(=O)[O-].[Na+] (sodium periodate). Reagents/catalysts: O.[Ru](Cl)(Cl)Cl (ruthenium chloride hydrate). The solvent is C(C)#N (acetonitrile), O (water), O (water). Reaction conditions: time 3 hour. Product: C(C)(C)(C)[C@@H]1N(S(OC1)(=O)=O)CC1=CC=CC=C1 ((4S)-4-(tert-Butyl)-3-(phenylmethyl)-1,2,3-oxathiazolidine-2,2-dioxide). Yield: 93.5%. As a reaction SMILES: [C:1]([C@H:5]1[CH2:9][O:8][S:7](=[O:10])[N:6]1[CH2:11][C:12]1[CH:17]=[CH:16][CH:15]=[CH:14][CH:13]=1)([CH3:4])([CH3:3])[CH3:2].I([O-])(=O)(=O)=[O:19].[Na+]>C(#N)C.O.O.[Ru](Cl)(Cl)Cl>[C:1]([C@H:5]1[CH2:9][O:8][S:7](=[O:19])(=[O:10])[N:6]1[CH2:11][C:12]1[CH:17]=[CH:16][CH:15]=[CH:14][CH:13]=1)([CH3:4])([CH3:2])[CH3:3] |f:1.2,5.6|. Procedure: To a solution of (4S)-4-(tert-butyl)-3-(phenylmethyl)-1,2,3-oxathiazolidine-2-oxide (6.26 g, 24.71 mmol) in acetonitrile (30 mL) and water (30 mL) at 0° C. was added ruthenium chloride hydrate (5.13 mg, 0.025 mmol), followed by sodium periodate (7.93 g, 37.1 mmol). The reaction mixture was slowly warmed to room temperature and stirred for 3 h, diluted with water, extracted with ethyl acetate. The combined organics were washed with water, dried over anhydrous Na2SO4, filtered then concentrated to... The reactants are BrCC1=C(C(=O)OC)C=CC(=C1)C#N (methyl 2-(bromomethyl)-4-cyanobenzoate), N (NH3), O=C1NCC2=CC(=CC=C12)C#N (1-oxoisoindoline-5-carbonitrile), CCOC(=O)C (EtOAc). Run in CO (MeOH), hexanes. Conditions: temperature 40 celsius, time 18 hour. Product: O=C1NCC2=CC(=CC=C12)C(=O)O (1-oxoisoindoline-5-carboxylic acid). As a reaction SMILES: [O:1]=[C:2]1[C:10]2[C:5](=[CH:6]C(C#N)=[CH:8][CH:9]=2)[CH2:4][NH:3]1.BrCC1C=C(C#N)C=CC=1C(OC)=O.N.CC[O:30][C:31]([CH3:33])=[O:32]>CO>[O:1]=[C:2]1[C:10]2[C:5](=[CH:6][C:33]([C:31]([OH:30])=[O:32])=[CH:8][CH:9]=2)[CH2:4][NH:3]1. Procedure: 1-oxoisoindoline-5-carbonitrile. To methyl 2-(bromomethyl)-4-cyanobenzoate (0.3 g, 1.18 mmol) in a sealed tube, was added 7N NH3 in MeOH (10 mL). The tube was then sealed and the reaction stirred at 40° C. for 18 h. The reaction progress was monitored by TLC (90% EtOAc in hexanes). The reaction was filtered to give the title compound as a white solid. 1H NMR (400MHz, DMSO-d6): δ 8.95 (s, 1H), 8.1 (s, 1H), 7.9 (d, J=8.0 Hz, 1H), 7.8 (d, J=8.0 Hz, 1H), 4.4 (s, 2H).